From a dataset of the Open Reaction Database (ORD), a public repository of structured organic reaction records. describe an organic reaction: reactants, conditions, products, and yield Starting materials: Cl.CC1=C(C=2C=CN=C(C2C=C1)NC=1C=CC2=C(N=C(S2)C)C1)N (6-methyl-N1-(2-methylbenzo[d]thiazol-5-yl)isoquinoline-1,5-diamine hydrochloride), FC1=NC=CC=C1C1=CC(=NC=N1)NC (6-(2-fluoropyridin-3-yl)-N-methylpyrimidin-4-amine). Run at temperature 87 celsius. The product is CC1=C(C=2C=CN=C(C2C=C1)NC=1C=CC2=C(N=C(S2)C)C1)NC1=NC=CC=C1C1=NC=NC(=C1)NC (6-Methyl-N5-(3-(6-(methylamino)pyrimidin-4-yl)pyridin-2-yl)-N1-(2-methylbenzo[d]thiazol-5-yl)isoquinoline-1,5-diamine), powder. Isolated yield 28.0%. RXN SMILES: Cl.[CH3:2][C:3]1[CH:12]=[CH:11][C:10]2[C:9]([NH:13][C:14]3[CH:15]=[CH:16][C:17]4[S:21][C:20]([CH3:22])=[N:19][C:18]=4[CH:23]=3)=[N:8][CH:7]=[CH:6][C:5]=2[C:4]=1[NH2:24].F[C:26]1[C:31]([C:32]2[N:37]=[CH:36][N:35]=[C:34]([NH:38][CH3:39])[CH:33]=2)=[CH:30][CH:29]=[CH:28][N:27]=1>>[CH3:2][C:3]1[CH:12]=[CH:11][C:10]2[C:9]([NH:13][C:14]3[CH:15]=[CH:16][C:17]4[S:21][C:20]([CH3:22])=[N:19][C:18]=4[CH:23]=3)=[N:8][CH:7]=[CH:6][C:5]=2[C:4]=1[NH:24][C:26]1[C:31]([C:32]2[CH:33]=[C:34]([NH:38][CH3:39])[N:35]=[CH:36][N:37]=2)=[CH:30][CH:29]=[CH:28][N:27]=1 |f:0.1|. Procedure: 6-methyl-N1-(2-methylbenzo[d]thiazol-5-yl)isoquinoline-1,5-diamine hydrochloride (5.94 g, 16.6 mmol) and 6-(2-fluoropyridin-3-yl)-N-methylpyrimidin-4-amine (4.74 g, 23.2 mmol, 1.40 equiv.) were combined in a 350 mL screw-cap pressure tube and flushed with nitrogen. 1M LiHMDS in THF (102 mL) were added in two portions (2×51 mL) at room temperature. The pressure tube was sealed and placed immediately in a pre-heated (87° C.) sonicator bath. The reaction mixture was sonicated at 85° C. for 30 min.,... Yield: 74.0%. RXN SMILES: [Br:1][C:2]1[CH:3]=[C:4]([NH:9][CH:10]([CH2:13][CH3:14])[CH2:11][CH3:12])[C:5]([NH2:8])=[N:6][CH:7]=1.C1N=CN([C:20](N2C=NC=C2)=[O:21])C=1>O1CCOCC1>[Br:1][C:2]1[CH:3]=[C:4]2[N:9]([CH:10]([CH2:13][CH3:14])[CH2:11][CH3:12])[C:20]([OH:21])=[N:8][C:5]2=[N:6][CH:7]=1. Procedure: To a 100° C. solution of 5-bromo-N3-(pentan-3-yl)pyridine-2,3-diamine (2.0 g, 8.1 mmol, 1.0 equiv) in dioxane (10 mL) was added CDI portionwise until starting material was consumed as judged by TLC (50% EtOAC/Hexanes; UV). Approximately 10 equiv of carbonyldiimidazole were required. The resulting reaction mixture was cooled to room temperature, and the excess carbonyldiimidazole was quenched by the careful addition of water. The mixture was diluted with dichloromethane, and the layers were separ... Reactants: BrC=1C=C(C(=NC1)N)NC(CC)CC (5-bromo-N3-(pentan-3-yl)pyridine-2,3-diamine), C1=CN(C=N1)C(=O)N2C=CN=C2 (CDI), C(=O)(N1C=NC=C1)N1C=NC=C1 (carbonyldiimidazole). Run in O1CCOCC1 (dioxane). The product is BrC=1C=C2C(=NC1)N=C(N2C(CC)CC)O (6-bromo-1-(pentan-3-yl)-1H-imidazo[4,5-b]pyridin-2-ol). The reactants are P(=O)(OC(C)(C)C)(OC(C)(C)C)OCN1N=C(N=C1)C1=C(C=C(C=C1)C=1C=NN2C1N=C(C=C2)N2C(OC[C@@H]2C2=NC=CC=C2)=O)F ((S)-di-tert-butyl (3-(2-fluoro-4-(5-(2-oxo-4-(pyridin-2-yl)oxazolidin-3-yl)pyrazolo[1,5-a]pyrimidin-3-yl)phenyl)-1H-1,2,4-triazol-1-yl)methyl phosphate), C(=O)(C(F)(F)F)O (TFA). Solvent: C(Cl)Cl (DCM). Reaction conditions: temperature 0 celsius, time 1 hour. The product is P(=O)(OCN1N=C(N=C1)C1=C(C=C(C=C1)C=1C=NN2C1N=C(C=C2)N2C(OC[C@@H]2C2=NC=CC=C2)=O)F)(O)O ((S)-(3-(2-fluoro-4-(5-(2-oxo-4-(pyridin-2-yl)oxazolidin-3-yl)pyrazolo[1,5-a]pyrimidin-3-yl)phenyl)-1H-1,2,4-triazol-1-yl)methyl dihydrogen phosphate). Yield: 53.1%. RXN SMILES: [P:1]([O:13][CH2:14][N:15]1[CH:19]=[N:18][C:17]([C:20]2[CH:25]=[CH:24][C:23]([C:26]3[CH:27]=[N:28][N:29]4[CH:34]=[CH:33][C:32]([N:35]5[C@@H:39]([C:40]6[CH:45]=[CH:44][CH:43]=[CH:42][N:41]=6)[CH2:38][O:37][C:36]5=[O:46])=[N:31][C:30]=34)=[CH:22][C:21]=2[F:47])=[N:16]1)([O:8]C(C)(C)C)([O:3]C(C)(C)C)=[O:2].C(O)(C(F)(F)F)=O>C(Cl)Cl>[P:1]([OH:3])([OH:8])([O:13][CH2:14][N:15]1[CH:19]=[N:18][C:17]([C:20]2[CH:25]=[CH:24][C:23]([C:26]3[CH:27]=[N:28][N:29]4[CH:34]=[CH:33][C:32]([N:35]5[C@@H:39]([C:40]6[CH:45]=[CH:44][CH:43]=[CH:42][N:41]=6)[CH2:38][O:37][C:36]5=[O:46])=[N:31][C:30]=34)=[CH:22][C:21]=2[F:47])=[N:16]1)=[O:2]. Procedure: To a stirred solution of (S)-di-tert-butyl (3-(2-fluoro-4-(5-(2-oxo-4-(pyridin-2-yl)oxazolidin-3-yl)pyrazolo[1,5-a]pyrimidin-3-yl)phenyl)-1H-1,2,4-triazol-1-yl)methyl phosphate (50 mg, 0.075 mmol) in DCM (0.5 mL) cooled to 0° C. was added TFA (0.1 mL) and the reaction stirred at 0° C. for 1 hour. The reaction was concentrated under vacuum and azeotroped with DCM/Hexanes. The remaining material was taken up in water. The aqueous layer was made basic (pH 9) by the addition of saturated NaHCO3. HCl... Reactants: [Br-], C[Mg+], CC(=O)Cc1cnc2n1CC(c1cccc(F)c1F)CCC2NC(=O)OC(C)(C)C, C1CCOC1. Product: CC(C)(O)Cc1cnc2n1CC(c1cccc(F)c1F)CCC2NC(=O)OC(C)(C)C. Reaction SMILES: [Br-:1].[CH3:2][Mg+:3].[F:4][c:5]1[c:6]([CH:12]2[CH2:13][CH2:14][CH:15]([NH:26][C:27]([O:28][C:29]([CH3:30])([CH3:31])[CH3:32])=[O:33])[c:16]3[n:17]([c:19]([CH2:22][C:23]([CH3:24])=[O:25])[cH:20][n:21]3)[CH2:18]2)[cH:7][cH:8][cH:9][c:10]1[F:11].[O:34]1[CH2:35][CH2:36][CH2:37][CH2:38]1>>[CH3:2][C:23]([CH2:22][c:19]1[n:17]2[c:16]([n:21][cH:20]1)[CH:15]([NH:26][C:27]([O:28][C:29]([CH3:30])([CH3:31])[CH3:32])=[O:33])[CH2:14][CH2:13][CH:12]([c:6]1[c:5]([F:4])[c:10]([F:11])[cH:9][cH:8][cH:7]1)[CH2:18]2)([CH3:24])[OH:25]. The reactants are N1=CC(=CC=C1)CNC1=C(C(C(=O)O)=CC=C1)C(=O)O (3-[(Pyridin-3-ylmethyl)-amino]-phthalic acid), O=C1NC(CCC1N1C(C2=CC=CC(=C2C1=O)NCCOC)=O)=O (2-(2,6-dioxo-piperidin-3-yl)-4-(2-methoxy-ethylamino)-isoindole-1,3-dione). The solvent is CO.C(C)(=O)OCC (methanol ethyl acetate). Product: O=C1NC(CCC1N1C(C2=CC=CC(=C2C1=O)NCC=1C=NC=CC1)=O)=O (2-(2,6-Dioxo-piperidin-3-yl)-4-[(pyridin-3-ylmethyl)-amino]-isoindole-1,3-dione). Yield: 46.0%. Reaction SMILES: [N:1]1[CH:6]=[CH:5][CH:4]=[C:3]([CH2:7][NH:8][C:9]2[CH:17]=[CH:16][CH:15]=[C:11]([C:12]([OH:14])=O)[C:10]=2[C:18]([OH:20])=O)[CH:2]=1.[O:21]=[C:22]1[CH:27]([N:28]2C(=O)C3C(=CC=CC=3NCCOC)C2=O)[CH2:26][CH2:25][C:24](=[O:44])[NH:23]1>CO.C(OCC)(=O)C>[O:21]=[C:22]1[CH:27]([N:28]2[C:18](=[O:20])[C:10]3[C:11](=[CH:15][CH:16]=[CH:17][C:9]=3[NH:8][CH2:7][C:3]3[CH:2]=[N:1][CH:6]=[CH:5][CH:4]=3)[C:12]2=[O:14])[CH2:26][CH2:25][C:24](=[O:44])[NH:23]1 |f:2.3|. Procedure: 3-[(Pyridin-3-ylmethyl)-amino]-phthalic acid (3.03 mmol) was treated in the same manner as described above for the synthesis of 2-(2,6-dioxo-piperidin-3-yl)-4-(2-methoxy-ethylamino)-isoindole-1,3-dione. The solid yellow residue was slurried in 50% methanol/ethyl acetate (20 ml) for 18 h to give 0.50 g (46%) of product as a yellow solid: mp 231–233° C.; 1H NMR (DMSO-d6) δ 11.14 (s, 1H), 8.63 (s, 1H), 8.47 (s, 1H), 7.78 (d, J=7.7 Hz, 1H), 7.53 (t, J=7.8 Hz, 1H), 7.39–7.30 (m, 2H), 7.03 (t, J=6.6 H... Reactants: O=C(Cl)Cc1ccc(Br)cc1, O=C1NC(Cc2ccccc2)CO1, C1CCOC1, [Li]CCCC. Product: O=C(Cc1ccc(Br)cc1)N1C(=O)OCC1Cc1ccccc1. Reaction SMILES: [Br:19][c:20]1[cH:21][cH:22][c:23]([CH2:26][C:27](=[O:28])[Cl:29])[cH:24][cH:25]1.[CH2:1]([c:2]1[cH:3][cH:4][cH:5][cH:6][cH:7]1)[CH:8]1[NH:9][C:10](=[O:13])[O:11][CH2:12]1.[CH2:30]1[O:31][CH2:32][CH2:33][CH2:34]1.[CH3:14][CH2:15][CH2:16][CH2:17][Li:18]>>[CH2:1]([c:2]1[cH:3][cH:4][cH:5][cH:6][cH:7]1)[CH:8]1[N:9]([C:27]([CH2:26][c:23]2[cH:22][cH:21][c:20]([Br:19])[cH:25][cH:24]2)=[O:28])[C:10](=[O:13])[O:11][CH2:12]1. Starting materials: C1COCCO1, C=CCOC1CCN(C(=O)OC(C)(C)C)CC1, O. Yields the product CC(C)(C)OC(=O)N1CCC(OCC=O)CC1. As a reaction SMILES: [CH2:18]1[O:19][CH2:21][CH2:22][O:20][CH2:23]1.[CH2:1]([CH:2]=[CH2:3])[O:4][CH:5]1[CH2:6][CH2:7][N:8]([C:11](=[O:12])[O:13][C:14]([CH3:15])([CH3:16])[CH3:17])[CH2:9][CH2:10]1.[OH2:24]>>[CH2:1]([CH:2]=[O:20])[O:4][CH:5]1[CH2:6][CH2:7][N:8]([C:11](=[O:12])[O:13][C:14]([CH3:15])([CH3:16])[CH3:17])[CH2:9][CH2:10]1. The reactants are N#Cc1cnc2cc(Br)ccc2c1Cl, CCOC(C)O, CCOC(C)=O, COc1cc(N)c(Cl)cc1F, Cl, c1ccncc1. The product is COc1cc(Nc2c(C#N)cnc3cc(Br)ccc23)c(Cl)cc1F. As a reaction SMILES: [Br:12][c:13]1[cH:14][cH:15][c:16]2[c:17]([Cl:25])[c:18]([C:23]#[N:24])[cH:19][n:20][c:21]2[cH:22]1.[CH2:39]([O:40][CH:41]([OH:42])[CH3:43])[CH3:44].[CH3:33][CH2:34][O:35][C:36](=[O:37])[CH3:38].[Cl:1][c:2]1[c:3]([NH2:4])[cH:5][c:6]([O:10][CH3:11])[c:7]([F:9])[cH:8]1.[ClH:26].[n:27]1[cH:28][cH:29][cH:30][cH:31][cH:32]1>>[Cl:1][c:2]1[c:3]([NH:4][c:17]2[c:16]3[cH:15][cH:14][c:13]([Br:12])[cH:22][c:21]3[n:20][cH:19][c:18]2[C:23]#[N:24])[cH:5][c:6]([O:10][CH3:11])[c:7]([F:9])[cH:8]1. Reactants: N[C@H]([C@@H](CN(C(OC(C)(C)C)=O)CC1=CC(=CC(=C1)N(S(=O)(=O)C)C)C(C)C)O)CC1=CC=CC=C1 (tert-butyl (2R,3S)-3-amino-2-hydroxy-4-phenylbutyl(3-isopropyl-5-(N-methylmethylsulfonamido)benzyl)carbamate), C(C)(=O)NC=1C=C(CNC[C@H]([C@H](CC2=CC=CC=C2)NC(OC(C)(C)C)=O)O)C=C(C1)C(=C)C (tert-butyl (2S,3R)-4-(3-acetamido-5-(prop-1-en-2-yl)benzylamino)-3-hydroxy-1-phenylbutan-2-ylcarbamate). Yields the product C(C)(=O)NC=1C=C(CNC[C@H]([C@H](CC2=CC=CC=C2)NC(OC(C)(C)C)=O)O)C=C(C1)C(C)C (tert-butyl (2S,3R)-4-(3-acetamido-5-isopropylbenzylamino)-3-hydroxy-1-phenylbutan-2-ylcarbamate). RXN SMILES: N[C@@H](CC1C=CC=CC=1)[C@H](O)CN(CC1C=C(N(C)S(C)(=O)=O)C=C(C(C)C)C=1)C(=O)OC(C)(C)C.[C:37]([NH:40][C:41]1[CH:42]=[C:43]([CH:65]=[C:66]([C:68]([CH3:70])=[CH2:69])[CH:67]=1)[CH2:44][NH:45][CH2:46][C@@H:47]([OH:64])[C@@H:48]([NH:56][C:57](=[O:63])[O:58][C:59]([CH3:62])([CH3:61])[CH3:60])[CH2:49][C:50]1[CH:55]=[CH:54][CH:53]=[CH:52][CH:51]=1)(=[O:39])[CH3:38]>>[C:37]([NH:40][C:41]1[CH:42]=[C:43]([CH:65]=[C:66]([CH:68]([CH3:70])[CH3:69])[CH:67]=1)[CH2:44][NH:45][CH2:46][C@@H:47]([OH:64])[C@@H:48]([NH:56][C:57](=[O:63])[O:58][C:59]([CH3:62])([CH3:61])[CH3:60])[CH2:49][C:50]1[CH:55]=[CH:54][CH:53]=[CH:52][CH:51]=1)(=[O:39])[CH3:38]. Procedure: tert-butyl (2S,3R)-4-(3-acetamido-5-isopropylbenzylamino)-3-hydroxy-1-phenylbutan-2-ylcarbamate was synthesized in a similar manner to Boc-protected tert-butyl (2R,3S)-3-amino-2-hydroxy-4-phenylbutyl(3-isopropyl-5-(N-methylmethylsulfonamido)benzyl)carbamate by reducing tert-butyl (2S,3R)-4-(3-acetamido-5-(prop-1-en-2-yl)benzylamino)-3-hydroxy-1-phenylbutan-2-ylcarbamate.